This data is from the Open Reaction Database (ORD), a public repository of structured organic reaction records. The task is: describe an organic reaction: reactants, conditions, products, and yield Starting materials: CN(S(=O)(=O)C1=CC(=C2C=CNC2=C1)Br)C (4-bromo-1H-indole-6-sulfonic acid dimethylamide), CC1=C(C=C(C=C1[N+](=O)[O-])C(F)(F)F)[N+](=O)[O-] (2-methyl-1,3-dinitro-5-trifluoromethyl-benzene). Product: FC(C1=CC(=C2C=CNC2=C1)N)(F)F (6-Trifluoromethyl-1H-indol-4-ylamine), solid. The yield is 99.0%. Reaction SMILES: [CH3:1]N(C)S(C1C=C2C(C=CN2)=C(Br)C=1)(=O)=O.[CH3:17][C:18]1[C:23]([N+:24]([O-])=O)=[CH:22][C:21]([C:27]([F:30])([F:29])[F:28])=[CH:20][C:19]=1[N+:31]([O-])=O>>[F:28][C:27]([F:30])([F:29])[C:21]1[CH:22]=[C:23]2[C:18]([CH:17]=[CH:1][NH:24]2)=[C:19]([NH2:31])[CH:20]=1. Procedure: Prepared according to the method used in the preparation of 4-bromo-1H-indole-6-sulfonic acid dimethylamide using 2-methyl-1,3-dinitro-5-trifluoromethyl-benzene in place of 3-bromo-4,N,N-trimethyl-5-nitro-benzenesulfonamide. The title compound was obtained as a white solid (10.7 g, 99%). Starting materials: C1CCOC1, ClCCl, CCC(CC)CBr, CCOC(C)=O, [Mg], O=C=O. Yields the product CCC(CC)CC(=O)O. Reaction SMILES: [CH2:12]1[O:13][CH2:14][CH2:15][CH2:16]1.[CH2:23]([Cl:24])[Cl:25].[CH2:2]([CH3:3])[CH:4]([CH2:5][Br:6])[CH2:7][CH3:8].[CH3:17][CH2:18][O:19][C:20](=[O:21])[CH3:22].[Mg:1].[O:9]=[C:10]=[O:11]>>[CH2:2]([CH3:3])[CH:4]([CH2:5][C:10](=[O:9])[OH:11])[CH2:7][CH3:8]. Reactants: C(C)(C)C1=CC=C(C=C1)N1N=C(N=N1)C1=CC=C(C=C1)OC (2-(4- isopropylphenyl)-5-(4-methoxyphenyl)tetrazole), B(Br)(Br)Br (boron tribromide), O (water). Solvent: ClCCl (dichloromethane). Conditions: time 1 hour. Product: C(C)(C)C1=CC=C(C=C1)N1N=C(N=N1)C1=CC=C(C=C1)O (4-[2-(4-Isopropylphenyl)tetrazol-5-yl]phenol). The yield is 88.8%. RXN SMILES: [CH:1]([C:4]1[CH:9]=[CH:8][C:7]([N:10]2[N:14]=[N:13][C:12]([C:15]3[CH:20]=[CH:19][C:18]([O:21]C)=[CH:17][CH:16]=3)=[N:11]2)=[CH:6][CH:5]=1)([CH3:3])[CH3:2].B(Br)(Br)Br.O>ClCCl>[CH:1]([C:4]1[CH:5]=[CH:6][C:7]([N:10]2[N:14]=[N:13][C:12]([C:15]3[CH:16]=[CH:17][C:18]([OH:21])=[CH:19][CH:20]=3)=[N:11]2)=[CH:8][CH:9]=1)([CH3:3])[CH3:2]. Procedure: 4-Isopropylaniline (1.35 g) was added to a mixed solution of 50% ethanol (16 ml) and concentrated hydrochloric acid (2.6 ml). To the mixture was added a solution of sodium nitrite (0.69 g) in water (4 ml) over 10 min below 5° C. and stirring was continued for 10 min. To a solution of 4-methoxybenzaldehyde phenylsulfonylhydrazone (2.9 g) in pyridine (60 ml) was added dropwise the above solution of diazonium salt during 20 min at -10° C.~-15° C., and stirring was continued for 30 min at -10° C. an... Reactants: OC1=C(C2=C(C(CCO2)=O)C=C1)CCC (2,3-dihydro-7-hydroxy-8-propyl-4H-1-benzopyran-4-one), COC(CCCCCC1=C(C(=CC=C1)CCCCCCOS(=O)(=O)C)CCC(=O)OC)=O (2-(3-methoxy-3-oxopropyl)-3-[6-[(methylsulfonyl)oxy]hexyl]benzenehexanoic acid methyl ester). Yields the product C(=O)(O)CCC1=C(C=CC=C1CCCCCCOC1=C(C2=C(C(CCO2)=O)C=C1)CCC)CCCCCC(=O)O (2-(2-Carboxyethyl)-3-[6-[(3,4-dihydro-4-oxo-8-propyl-2H-1-benzopyran-7-yl)oxy]hexyl]benzenehexanoic Acid). As a reaction SMILES: [OH:1][C:2]1[CH:12]=[CH:11][C:5]2[C:6](=[O:10])[CH2:7][CH2:8][O:9][C:4]=2[C:3]=1[CH2:13][CH2:14][CH3:15].C[O:17][C:18](=[O:47])[CH2:19][CH2:20][CH2:21][CH2:22][CH2:23][C:24]1[CH:29]=[CH:28][CH:27]=[C:26]([CH2:30][CH2:31][CH2:32][CH2:33][CH2:34][CH2:35]OS(C)(=O)=O)[C:25]=1[CH2:41][CH2:42][C:43]([O:45]C)=[O:44]>>[C:43]([CH2:42][CH2:41][C:25]1[C:26]([CH2:30][CH2:31][CH2:32][CH2:33][CH2:34][CH2:35][O:1][C:2]2[CH:12]=[CH:11][C:5]3[C:6](=[O:10])[CH2:7][CH2:8][O:9][C:4]=3[C:3]=2[CH2:13][CH2:14][CH3:15])=[CH:27][CH:28]=[CH:29][C:24]=1[CH2:23][CH2:22][CH2:21][CH2:20][CH2:19][C:18]([OH:47])=[O:17])([OH:45])=[O:44]. Procedure details: Using the procedure of example 126, 2,3-dihydro-7-hydroxy-8-propyl-4H-1-benzopyran-4-one was converted into the title compound by alkylation with 2-(3-methoxy-3-oxopropyl)-3-[6-[(methylsulfonyl)oxy]hexyl]benzenehexanoic acid methyl ester from the preceding example, followed by saponification, in 16.8% overall yield. The product was a colorless solid, mp 109°-110° C., recrystallized from acetonitrile.